Dataset: the Open Reaction Database (ORD), a public repository of structured organic reaction records. Task: describe an organic reaction: reactants, conditions, products, and yield The reactants are C(C)OC(=O)C1(CC1)[C@@H]1CC(N(C1)[C@@H](C)C1=CC=CC=C1)=O ((4S)-4-(1-ethoxycarbonylcyclopropyl)-1-[(S)-1-phenylethyl]-2-pyrrolidone), C(CCC)[Li] (n-butyl lithium), C(C)(C)N(CC)C(C)C (diisopropylethylamine), CI (methyl iodide), 0C, [Cl-].[NH4+] (ammonium chloride). The solvent is O1CCCC1 (tetrahydrofuran), O1CCCC1 (tetrahydrofuran). Conditions: temperature 0 celsius, time 30 minute. Yields the product C(C)OC(=O)C1(CC1)[C@@H]1[C@H](C(N(C1)[C@@H](C)C1=CC=CC=C1)=O)C ((3R,4S)-4-(1-Ethoxycarbonylcyclopropyl)-3-methy-1-[(S)-1-phenylethyl]-2-pyrrolidone). Yield: 86.4%. RXN SMILES: [CH2:1]([Li])CCC.C(N(C(C)C)CC)(C)C.[CH2:15]([O:17][C:18]([C:20]1([C@H:23]2[CH2:27][N:26]([C@H:28]([C:30]3[CH:35]=[CH:34][CH:33]=[CH:32][CH:31]=3)[CH3:29])[C:25](=[O:36])[CH2:24]2)[CH2:22][CH2:21]1)=[O:19])[CH3:16].CI.[Cl-].[NH4+]>O1CCCC1>[CH2:15]([O:17][C:18]([C:20]1([C@H:23]2[CH2:27][N:26]([C@H:28]([C:30]3[CH:31]=[CH:32][CH:33]=[CH:34][CH:35]=3)[CH3:29])[C:25](=[O:36])[C@@H:24]2[CH3:1])[CH2:21][CH2:22]1)=[O:19])[CH3:16] |f:4.5|. Reported procedure: The following reaction was carried out under a nitrogen atmosphere. At −78° C., n-butyl lithium (5.39 ml, 1.68 N, n-hexane solution, 9.06 mmol) was added dropwise to a tetrahydrofuran solution (40 ml) of diisopropylethylamine (1.37 ml, 9.75 mmol), and the mixture was warmed to 0C and stirred for 30 minutes. At −78° C., to this was further added dropwise a tetrahydrofuran solution (20 ml) of (4S)-4-(1-ethoxycarbonylcyclopropyl)-1-[(S)-1-phenylethyl]-2-pyrrolidone (2.10 g, 6.97 mmol). After an add... Starting materials: ClC1=C(C=C2CCNC2=C1)C=C (6-Chloro-5-vinylindoline), N1=CC(=CC=C1)N=C=O (3-pyridylisocyanate). The product is ClC1=C(C=C2CCN(C2=C1)C(NC=1C=NC=CC1)=O)C=C (6-Chloro-5-vinyl-1-(3-pyridylcarbamoyl)indoline). As a reaction SMILES: [Cl:1][C:2]1[CH:10]=[C:9]2[C:5]([CH2:6][CH2:7][NH:8]2)=[CH:4][C:3]=1[CH:11]=[CH2:12].[N:13]1[CH:18]=[CH:17][CH:16]=[C:15]([N:19]=[C:20]=[O:21])[CH:14]=1>>[Cl:1][C:2]1[CH:10]=[C:9]2[C:5]([CH2:6][CH2:7][N:8]2[C:20](=[O:21])[NH:19][C:15]2[CH:14]=[N:13][CH:18]=[CH:17][CH:16]=2)=[CH:4][C:3]=1[CH:11]=[CH2:12]. Procedure: 6-Chloro-5-vinylindoline (D62) (0.13 g, crude) was treated with 3-pyridylisocyanate as in the procedure described in Example 1. The crude product was recrystallised from ethanol/diethyl ether to give the title compound (22 mg) as a yellow crystalline solid m.p. 195°-200° C.